This data is from the Open Reaction Database (ORD), a public repository of structured organic reaction records. The task is: describe an organic reaction: reactants, conditions, products, and yield As a reaction SMILES: [CH3:1][O:2][C:3]([C:5]1[C:6]([OH:30])=[C:7]2[C:12](=[CH:13][N:14]=1)[N:11]([CH2:15][C:16]1[CH:21]=[CH:20][CH:19]=[CH:18][CH:17]=1)[C:10](=[O:22])[C:9]([CH2:23][C:24]1[CH:29]=[CH:28][CH:27]=[CH:26][CH:25]=1)=[CH:8]2)=[O:4].[Br:31]N1C(=O)CCC1=O>>[CH3:1][O:2][C:3]([C:5]1[C:6]([OH:30])=[C:7]2[C:12](=[C:13]([Br:31])[N:14]=1)[N:11]([CH2:15][C:16]1[CH:21]=[CH:20][CH:19]=[CH:18][CH:17]=1)[C:10](=[O:22])[C:9]([CH2:23][C:24]1[CH:25]=[CH:26][CH:27]=[CH:28][CH:29]=1)=[CH:8]2)=[O:4]. The reactants are COC(=O)C=1C(=C2C=C(C(N(C2=CN1)CC1=CC=CC=C1)=O)CC1=CC=CC=C1)O (1,3-dibenzyl-5-hydroxy-2-oxo-1,2-dihydro-[1,7]naphthyridine-6-carboxylic acid methyl ester), BrN1C(CCC1=O)=O (N-bromosuccinimide). Reported procedure: A mixture of 1,3-dibenzyl-5-hydroxy-2-oxo-1,2-dihydro-[1,7]naphthyridine-6-carboxylic acid methyl ester (470 mg, 1.18 mmol) and N-bromosuccinimide (220 mg, 1.23 mmol) was refluxed for 3 h. After the mixture was cooled to r.t., solvent was evaporated in vacuo. The residue was chromatographed (0-30% EtOAc/hexanes+2% AcOH) to give 451 mg of the title compound. MS: (+) m/z 479.06, 480.88 (M+1, 79/81Br) The yield is 79.7%. The product is COC(=O)C=1C(=C2C=C(C(N(C2=C(N1)Br)CC1=CC=CC=C1)=O)CC1=CC=CC=C1)O (1,3-Dibenzyl-8-bromo-5-hydroxy-2-oxo-1,2-dihydro-[1,7]naphthyridine-6-carboxylic acid methyl ester). Starting materials: F[B-](F)(F)F, N#[N+]c1ccc(Br)cc1, CS(C)=O, ClCCl, Nc1nccn2c(=S)[nH]c(-c3ccc4ccc(-c5ccccc5)nc4c3F)c12. Product: Nc1nccn2c(Sc3ccc(Br)cc3)nc(-c3ccc4ccc(-c5ccccc5)nc4c3F)c12. As a reaction SMILES: [B-:29]([F:30])([F:31])([F:32])[F:33].[Br:34][c:35]1[cH:36][cH:37][c:38]([N+:41]#[N:42])[cH:39][cH:40]1.[CH3:43][S:44](=[O:45])[CH3:46].[Cl:47][CH2:48][Cl:49].[NH2:1][c:2]1[c:3]2[n:4]([cH:5][cH:6][n:7]1)[c:8](=[S:28])[nH:9][c:10]2-[c:11]1[cH:12][cH:13][c:14]2[cH:15][cH:16][c:17](-[c:22]3[cH:23][cH:24][cH:25][cH:26][cH:27]3)[n:18][c:19]2[c:20]1[F:21]>>[NH2:1][c:2]1[c:3]2[n:4]([cH:5][cH:6][n:7]1)[c:8]([S:28][c:38]1[cH:37][cH:36][c:35]([Br:34])[cH:40][cH:39]1)[n:9][c:10]2-[c:11]1[cH:12][cH:13][c:14]2[cH:15][cH:16][c:17](-[c:22]3[cH:23][cH:24][cH:25][cH:26][cH:27]3)[n:18][c:19]2[c:20]1[F:21]. Reactants: Cc1ccccc1, CO, O=[N+]([O-])c1ccccc1F, COC(=O)c1sccc1N. Yields the product COC(=O)c1sccc1Nc1ccccc1[N+](=O)[O-]. As a reaction SMILES: [CH3:21][c:22]1[cH:23][cH:24][cH:25][cH:26][cH:27]1.[CH3:28][OH:29].[F:1][c:2]1[c:3]([N+:8](=[O:9])[O-:10])[cH:4][cH:5][cH:6][cH:7]1.[NH2:11][c:12]1[c:13]([C:17](=[O:18])[O:19][CH3:20])[s:14][cH:15][cH:16]1>>[c:2]1([NH:11][c:12]2[c:13]([C:17](=[O:18])[O:19][CH3:20])[s:14][cH:15][cH:16]2)[c:3]([N+:8](=[O:9])[O-:10])[cH:4][cH:5][cH:6][cH:7]1. Starting materials: ClC1=NC(=NC=C1)SC (4-chloro-2-methylthiopyrimidine), C([O-])([O-])=O.[K+].[K+] (potassium carbonate), FC(CO)(F)F (2,2,2-trifluoroethanol). Run in CN(C)C=O (DMF), CN(C)C=O (DMF), O (water). Run at time 64 hour. Yields the product CSC1=NC=CC(=N1)OCC(F)(F)F (2-methylthio-4-(2,2,2-trifluoroethoxy)pyrimidine). Isolated yield 103.0%. Reaction SMILES: Cl[C:2]1[CH:7]=[CH:6][N:5]=[C:4]([S:8][CH3:9])[N:3]=1.C(=O)([O-])[O-].[K+].[K+].[F:16][C:17]([F:21])([F:20])[CH2:18][OH:19]>CN(C=O)C.O>[CH3:9][S:8][C:4]1[N:3]=[C:2]([O:19][CH2:18][C:17]([F:21])([F:20])[F:16])[CH:7]=[CH:6][N:5]=1 |f:1.2.3|. Procedure details: To a solution of 4-chloro-2-methylthiopyrimidine (16.0 g) and potassium carbonate (27.6 g) in DMF (90 ml) at 0° C., was added with stirring a solution of 2,2,2-trifluoroethanol (10.0 g) in DMF (10 ml). Stirring was continued for 64 hours, then the reaction mixture was diluted with water and extracted with ether (3×150 ml). The combined extracts were washed with brine, dried and concentrated to give 2-methylthio-4-(2,2,2-trifluoroethoxy)pyrimidine (23.0 g, crude yield) as a clear pale orange oil,... Starting materials: C(CCC)[Li] (butyllithium), [Br-].COC[P+](C1=CC=CC=C1)(C1=CC=CC=C1)C1=CC=CC=C1 (methoxymethyltriphenylphosphonium bromide), C(=O)C1=CC=C(C(=O)OC)C=C1 (methyl 4-formylbenzoate). Solvent: CCCCCC (hexane), O1CCCC1 (tetrahydrofuran), O1CCCC1 (THF). Reaction conditions: time 1 hour. Yields the product COC=CC1=CC=C(C(=O)OC)C=C1 (methyl 4-(2-methoxyethenyl)benzoate). Yield: 80.3%. RXN SMILES: C([Li])CCC.[Br-].[CH3:7][O:8][CH2:9][P+](C1C=CC=CC=1)(C1C=CC=CC=1)C1C=CC=CC=1.[CH:29]([C:31]1[CH:40]=[CH:39][C:34]([C:35]([O:37][CH3:38])=[O:36])=[CH:33][CH:32]=1)=O>CCCCCC.O1CCCC1>[CH3:7][O:8][CH:9]=[CH:29][C:31]1[CH:40]=[CH:39][C:34]([C:35]([O:37][CH3:38])=[O:36])=[CH:33][CH:32]=1 |f:1.2|. Procedure details: In an atmosphere of argon, a solution containing butyllithium dissolved in hexane was added to a solution containing 120 g of methoxymethyltriphenylphosphonium bromide dissolved in tetrahydrofuran (THF), and the mixture was stirred for one hour at room temperature. A solution containing 50 g of methyl 4-formylbenzoate dissolved in THF was added thereto, and stirring was continued for two hours. The reaction solution was washed with water, dried over magnesium sulfate and concentrated under reduc... Reactants: CC1=C(C=C(C=C1)C=1OC(=NN1)C)C1=CC=C(C=C1)C(=O)O (2′-Methyl-5′-(5-methyl-1,3,4-oxadiazol-2-yl)-1,1′-biphenyl-4-carboxylic acid), C=1C=CC2=C(C1)N=NN2O (HOBT), Cl.CN(CCCN=C=NCC)C (1-(3-dimethylaminopropyl)-3-ethyl carbodiimide hydrochloride), COC1=CC=C(C=C1)C(CN)C (2-(4-methoxyphenyl)propylamine). Solvent: CN(C)C=O (DMF). Run at time 18 hour. Yields the product COC1=CC=C(C=C1)C(CNC(=O)C1=CC=C(C=C1)C1=C(C=CC(=C1)C=1OC(=NN1)C)C)C (N-[2-(4-methoxyphenyl)propyl]-2′-methyl-5′-(5-methyl-1,3,4-oxadiazol-2-yl)-1,1′-biphenyl-4-carboxamide). As a reaction SMILES: [CH3:1][C:2]1[CH:7]=[CH:6][C:5]([C:8]2[O:9][C:10]([CH3:13])=[N:11][N:12]=2)=[CH:4][C:3]=1[C:14]1[CH:19]=[CH:18][C:17]([C:20]([OH:22])=O)=[CH:16][CH:15]=1.C1C=CC2N(O)N=NC=2C=1.Cl.CN(C)CCCN=C=NCC.[CH3:45][O:46][C:47]1[CH:52]=[CH:51][C:50]([CH:53]([CH3:56])[CH2:54][NH2:55])=[CH:49][CH:48]=1>CN(C=O)C>[CH3:45][O:46][C:47]1[CH:52]=[CH:51][C:50]([CH:53]([CH3:56])[CH2:54][NH:55][C:20]([C:17]2[CH:18]=[CH:19][C:14]([C:3]3[CH:4]=[C:5]([C:8]4[O:9][C:10]([CH3:13])=[N:11][N:12]=4)[CH:6]=[CH:7][C:2]=3[CH3:1])=[CH:15][CH:16]=2)=[O:22])=[CH:49][CH:48]=1 |f:2.3|. Procedure details: 2′-Methyl-5′-(5-methyl-1,3,4-oxadiazol-2-yl)-1,1′-biphenyl-4-carboxylic acid (11.3 mg, 0.034 mmol), HOBT (6.0 mg, 0.044 mmol), 1-(3-dimethylaminopropyl)-3-ethyl carbodiimide hydrochloride (8.0 mg, 0.042 mmol) and 2-(4-methoxyphenyl)propylamine (0.34 mmol) were mixed in DMF (0.7 ml) and the reaction left at room temperature for 18 h. The DMF was evaporated under vacuum and the residue partitioned between DCM (0.4 ml) and water (0.4 ml). The organic phase was washed with aqueous sodium hydroxide (... Reactants: O=C([O-])[O-], CCCOCCCl, CCCn1c(=O)[nH]c(=O)c2c1ncn2Cc1ccccc1, CO, CN(C)C=O, [K+], [K+], O. Reaction SMILES: [C:1](=[O:2])([O-:3])[O-:4].[CH2:28]([CH2:29][CH3:30])[O:31][CH2:32][CH2:33][Cl:34].[CH2:7]([c:8]1[cH:9][cH:10][cH:11][cH:12][cH:13]1)[n:14]1[cH:15][n:16][c:17]2[n:18]([CH2:25][CH2:26][CH3:27])[c:19](=[O:24])[nH:20][c:21](=[O:23])[c:22]12.[CH3:35][OH:36].[CH3:37][N:38]([CH3:39])[CH:40]=[O:41].[K+:5].[K+:6].[OH2:42]>>[CH2:7]([c:8]1[cH:9][cH:10][cH:11][cH:12][cH:13]1)[n:14]1[cH:15][n:16][c:17]2[n:18]([CH2:25][CH2:26][CH3:27])[c:19](=[O:24])[n:20]([CH2:33][CH2:32][O:31][CH2:28][CH2:29][CH3:30])[c:21](=[O:23])[c:22]12. Yields the product CCCOCCn1c(=O)c2c(ncn2Cc2ccccc2)n(CCC)c1=O. Reactants: C(C)(=O)Cl (acetyl chloride), O (water), NC1=C2C(CCNC2=C(C=C1)C)=O (5-amino-8-methyl-2,3-dihydroquinoline-4-one). Solvent: ClCCl (dichloromethane), N1=CC=CC=C1 (pyridine). The product is C(C)(=O)NC1=C2C(CCNC2=C(C=C1)C)=O (5-Acetylamino-8-methyl-2,3-dihydroquinoline-4-one). Reaction SMILES: [NH2:1][C:2]1[CH:11]=[CH:10][C:9]([CH3:12])=[C:8]2[C:3]=1[C:4](=[O:13])[CH2:5][CH2:6][NH:7]2.[C:14](Cl)(=[O:16])[CH3:15].O>ClCCl.N1C=CC=CC=1>[C:14]([NH:1][C:2]1[CH:11]=[CH:10][C:9]([CH3:12])=[C:8]2[C:3]=1[C:4](=[O:13])[CH2:5][CH2:6][NH:7]2)(=[O:16])[CH3:15]. Procedure: In a mixed solvent of 20 ml of dichloromethane and 1.3 ml of pyridine was dissolved 2.0 gm of 5-amino-8-methyl-2,3-dihydroquinoline-4-one. 1.2 ml of acetyl chloride was added to the solution under ice-cooling while stirring, followed by further stirring for 4 hours. After the addition of water, the reaction mixture was extracted with chloroform, washed with saturated brine, and dried over anhydrous sodium sulfate. After evaporating the solvent, the residue was crystallized in ether to obtain 1.2... The reactants are CNC(C1=C(C(=CC=C1)C=O)O)=O (N-methyl-3-formyl-2-hydroxybenzamide), C1(=CC=C(C=C1)C1=CC=CC=C1C(=O)NN)C (p-toluenebenzohydrazide), C1(=CC=C(C=C1)S(=O)(=O)O)C (para-toluenesulfonic acid). Solvent: CO (methanol). Reaction conditions: temperature 22.5 celsius, time 14 hour. Product: CNC(C1=C(C(=CC=C1)C=NNC1=CC=C(C=C1)C)O)=O (N-methyl-2-hydroxy-3-(p-tolylhydrazonomethyl)benzamide). As a reaction SMILES: [CH3:1][NH:2][C:3](=[O:13])[C:4]1[CH:9]=[CH:8][CH:7]=[C:6]([CH:10]=O)[C:5]=1[OH:12].C1(C)C=CC(C2C(C([NH:28][NH2:29])=O)=CC=CC=2)=CC=1.[C:31]1([CH3:41])[CH:36]=[CH:35][C:34](S(O)(=O)=O)=[CH:33][CH:32]=1>CO>[CH3:1][NH:2][C:3](=[O:13])[C:4]1[CH:9]=[CH:8][CH:7]=[C:6]([CH:10]=[N:28][NH:29][C:34]2[CH:35]=[CH:36][C:31]([CH3:41])=[CH:32][CH:33]=2)[C:5]=1[OH:12]. Procedure: A soluton of 200 mg (1 mmol) of the aldehyde of Example 4 in 30 ml of anhydrous methanol was reacted with 140 mg (1 mmol) of p-toluenebenzohydrazide with acid catalysis (para-toluenesulfonic acid). After the reaction mixture had been stirred for approximately 14 hours at 20 to 25° C., it was freed from the solvent. 340 mg of the title compound, which corresponded to 99% of theory, were obtained from the residue. (m.p. 108-125° C.) The reactants are C(CCCCCCCCCCC)(=O)OCC (ethyl dodecanoate), C(CN)N (ethylenediamine). The solvent is O1CCCC1 (tetrahydrofuran). Conditions: temperature 100 celsius. Yields the product NCCNC(CCCCCCCCCCC)=O (N-(2-aminoethyl)dodecanamide). The yield is 44.6%. Reaction SMILES: [C:1]([O:14]CC)(=O)[CH2:2][CH2:3][CH2:4][CH2:5][CH2:6][CH2:7][CH2:8][CH2:9][CH2:10][CH2:11][CH3:12].[CH2:17]([NH2:20])[CH2:18][NH2:19]>O1CCCC1>[NH2:19][CH2:18][CH2:17][NH:20][C:1](=[O:14])[CH2:2][CH2:3][CH2:4][CH2:5][CH2:6][CH2:7][CH2:8][CH2:9][CH2:10][CH2:11][CH3:12]. Procedure details: A solution of 23 g of ethyl dodecanoate and 62.7 g of ethylenediamine in 100 ml of tetrahydrofuran (THF) was refluxed for 3 hours and the excess THF was distilled off. The reaction mixture was heated at 100° C. for 16 hours, cooled to room temperature, poured into cold water and extracted with ether. After drying, the organic solution was concentrated to give 15.7 g of crude product and this was recrystallized from ether-hexane to give 10.9 g of pure product, m.p. 64°-66° C.